From a dataset of the Open Reaction Database (ORD), a public repository of structured organic reaction records. describe an organic reaction: reactants, conditions, products, and yield The reactants are NC1CCC2=CC=CC=C12 ((rac)-1-aminoindan), C(C1=CC=CC=C1)(=O)Cl (benzoyl chloride). Yields the product C(C1=CC=CC=C1)(=O)NC1CCC2=CC=CC=C12 ((rac)-N-Benzoyl-1-aminoindan). RXN SMILES: [NH2:1][CH:2]1[C:10]2[C:5](=[CH:6][CH:7]=[CH:8][CH:9]=2)[CH2:4][CH2:3]1.[C:11](Cl)(=[O:18])[C:12]1[CH:17]=[CH:16][CH:15]=[CH:14][CH:13]=1>>[C:11]([NH:1][CH:2]1[C:10]2[C:5](=[CH:6][CH:7]=[CH:8][CH:9]=2)[CH2:4][CH2:3]1)(=[O:18])[C:12]1[CH:17]=[CH:16][CH:15]=[CH:14][CH:13]=1. Reported procedure: The title compound was prepared in 77% from (rac)-1-aminoindan (1.0 g, 7.5 mmole) and benzoyl chloride (2.1 g, 15 mmole), under the Schotten-Bauman conditions, according to J.Chem.Soc. 71, 251 (1897) and J.Org.Chem. 27, 4465 (1962), m.p.: 140-2° C.